Dataset: the Open Reaction Database (ORD), a public repository of structured organic reaction records. Task: describe an organic reaction: reactants, conditions, products, and yield Reactants: NC1=CC=C(C=C1)N1C2=C(NC(CC1=O)=O)C1=CC=CC=C1C=C2 (5-(4-aminophenyl)-1H-naphtho[1,2-b][1,4]diazepine-2,4(3H,5H)-dione), ClC1=C(C=CC=C1)CS(=O)(=O)Cl ((2-chlorophenyl)methanesulfonyl chloride). Yields the product ClC1=C(C=CC=C1)CS(=O)(=O)NC1=CC=C(C=C1)N1C2=C(NC(CC1=O)=O)C1=CC=CC=C1C=C2 (1-(2-Chlorophenyl)-N-[4-(2,4-dioxo-1,2,3,4-tetrahydronaphtho[1,2-b][1,4]diazepin-5-yl)phenyl]methanesulfonamide). Yield: 72.0%. RXN SMILES: [NH2:1][C:2]1[CH:7]=[CH:6][C:5]([N:8]2[C:14](=[O:15])[CH2:13][C:12](=[O:16])[NH:11][C:10]3[C:17]4[C:22]([CH:23]=[CH:24][C:9]2=3)=[CH:21][CH:20]=[CH:19][CH:18]=4)=[CH:4][CH:3]=1.[Cl:25][C:26]1[CH:31]=[CH:30][CH:29]=[CH:28][C:27]=1[CH2:32][S:33](Cl)(=[O:35])=[O:34]>>[Cl:25][C:26]1[CH:31]=[CH:30][CH:29]=[CH:28][C:27]=1[CH2:32][S:33]([NH:1][C:2]1[CH:7]=[CH:6][C:5]([N:8]2[C:14](=[O:15])[CH2:13][C:12](=[O:16])[NH:11][C:10]3[C:17]4[C:22]([CH:23]=[CH:24][C:9]2=3)=[CH:21][CH:20]=[CH:19][CH:18]=4)=[CH:4][CH:3]=1)(=[O:35])=[O:34]. Procedure details: By using 5-(4-aminophenyl)-1H-naphtho[1,2-b][1,4]diazepine-2,4(3H,5H)-dione obtained in Example 1, (3), and (2-chlorophenyl)methanesulfonyl chloride, the title compound (yield 72%) was obtained in the same manner as that of Example 145. Starting materials: NCCCNC1=NSC2=C1C=C(C=C2)S(=O)(=O)NCC2=CC=C(C=C2)OC (3-(3-aminopropylamino)-N-(4-methoxybenzyl)benzo[d]isothiazole-5-sulfonamide), COC1=CC=C(C=C1)C1=CC=C(C=C1)C(=O)O (4′-methoxybiphenyl-4-carboxylic acid), C(#N)P(OCC)(OCC)=O (diethyl cyanophosphonate), CN1CCOCC1 (4-methylmorpholine). Run in C(Cl)Cl (methylene chloride), Cl (HCl), C(Cl)Cl (methylene chloride), C(Cl)Cl (methylene chloride). Reaction conditions: time 15 minute. Product: COC1=CC=C(C=C1)C1=CC=C(C=C1)C(=O)NCCCNC1=NSC2=C1C=C(C=C2)S(NCC2=CC=C(C=C2)OC)(=O)=O (4′-methoxy-N-(3-(5-(N-(4-methoxybenzyl)sulfamoyl)-benzo[d]isothiazol-3-ylamino)propyl)biphenyl-4-carboxamide). Yield: 21.1%. As a reaction SMILES: [CH3:1][O:2][C:3]1[CH:8]=[CH:7][C:6]([C:9]2[CH:14]=[CH:13][C:12]([C:15]([OH:17])=O)=[CH:11][CH:10]=2)=[CH:5][CH:4]=1.C(P(=O)(OCC)OCC)#N.CN1CCOCC1.[NH2:35][CH2:36][CH2:37][CH2:38][NH:39][C:40]1[C:44]2[CH:45]=[C:46]([S:49]([NH:52][CH2:53][C:54]3[CH:59]=[CH:58][C:57]([O:60][CH3:61])=[CH:56][CH:55]=3)(=[O:51])=[O:50])[CH:47]=[CH:48][C:43]=2[S:42][N:41]=1>C(Cl)Cl.Cl>[CH3:1][O:2][C:3]1[CH:4]=[CH:5][C:6]([C:9]2[CH:10]=[CH:11][C:12]([C:15]([NH:35][CH2:36][CH2:37][CH2:38][NH:39][C:40]3[C:44]4[CH:45]=[C:46]([S:49](=[O:50])(=[O:51])[NH:52][CH2:53][C:54]5[CH:55]=[CH:56][C:57]([O:60][CH3:61])=[CH:58][CH:59]=5)[CH:47]=[CH:48][C:43]=4[S:42][N:41]=3)=[O:17])=[CH:13][CH:14]=2)=[CH:7][CH:8]=1. Procedure: To a solution of 4′-methoxybiphenyl-4-carboxylic acid (34 mg, 0.1 mmol) in methylene chloride (1 mL), diethyl cyanophosphonate (23 μL, 0.2 mmol) and 4-methylmorpholine (34 μL, 0.3 mmol) were added at room temperature and allowed to stir for 15 min. A solution of 3-(3-aminopropylamino)-N-(4-methoxybenzyl)benzo[d]isothiazole-5-sulfonamide (57 mg, 0.1 mmol) in methylene chloride (1 mL) was then added and the resulting reaction mixture was allowed to stir for 7 h. Upon diluting the reaction mixture ...